Task: describe an organic reaction: reactants, conditions, products, and yield. Dataset: the Open Reaction Database (ORD), a public repository of structured organic reaction records The reactants are Cc1ccc(S(=O)(=O)OCc2noc(C(CCCC3CCCCC3)CC(=O)OC(C)(C)C)n2)cc1, NC1CC1. Product: CC(C)(C)OC(=O)CC(CCCC1CCCCC1)c1nc(CNC2CC2)no1. As a reaction SMILES: [CH:1]1([CH2:7][CH2:8][CH2:9][CH:10]([CH2:11][C:12](=[O:13])[O:14][C:15]([CH3:16])([CH3:17])[CH3:18])[c:19]2[n:20][c:21]([CH2:24][O:25][S:26]([c:27]3[cH:28][cH:29][c:30]([CH3:31])[cH:32][cH:33]3)(=[O:34])=[O:35])[n:22][o:23]2)[CH2:2][CH2:3][CH2:4][CH2:5][CH2:6]1.[CH:36]1([NH2:39])[CH2:37][CH2:38]1>>[CH:1]1([CH2:7][CH2:8][CH2:9][CH:10]([CH2:11][C:12](=[O:13])[O:14][C:15]([CH3:16])([CH3:17])[CH3:18])[c:19]2[n:20][c:21]([CH2:24][NH:39][CH:36]3[CH2:37][CH2:38]3)[n:22][o:23]2)[CH2:2][CH2:3][CH2:4][CH2:5][CH2:6]1.